Dataset: the Open Reaction Database (ORD), a public repository of structured organic reaction records. Task: describe an organic reaction: reactants, conditions, products, and yield Starting materials: ClC1=CC(=NC(=N1)N1N=C(C=C1)C(F)(F)F)OC (6-chloro-4-methoxy-2-(3-trifluoromethyl-pyrazol-1-yl)-pyrimidine), ClC=1C=C(C=CC1)B(O)O ((3-chloro-phenyl)-boronic acid), COC1=NC(=NC(=C1)C1=CC=CC=C1)N1N=C(C=C1)C(F)(F)F (4-methoxy-6-phenyl-2-(3-trifluoromethyl-pyrazol-1-yl)-pyrimidine). Yields the product COC1=NC(=NC(=C1)C1=CC(=CC=C1)Cl)N1N=C(C=C1)C(F)(F)F (4-Methoxy-6-(3-chloro-phenyl)-2-(3-trifluoromethyl-pyrazol-1-yl)-pyrimidine). The yield is 45.0%. Reaction SMILES: Cl[C:2]1[N:7]=[C:6]([N:8]2[CH:12]=[CH:11][C:10]([C:13]([F:16])([F:15])[F:14])=[N:9]2)[N:5]=[C:4]([O:17][CH3:18])[CH:3]=1.[Cl:19][C:20]1[CH:21]=[C:22](B(O)O)[CH:23]=[CH:24][CH:25]=1.COC1C=C(C2C=CC=CC=2)N=C(N2C=CC(C(F)(F)F)=N2)N=1>>[CH3:18][O:17][C:4]1[CH:3]=[C:2]([C:24]2[CH:23]=[CH:22][CH:21]=[C:20]([Cl:19])[CH:25]=2)[N:7]=[C:6]([N:8]2[CH:12]=[CH:11][C:10]([C:13]([F:16])([F:15])[F:14])=[N:9]2)[N:5]=1. Procedure: 4-Methoxy-6-(3-chloro-phenyl)-2-(3-trifluoromethyl-pyrazol-1-yl)-pyrimidine 307f was synthesized from compound 305 (1 g, 3.59 mmol) and (3-chloro-phenyl)-boronic acid 306f (842 mg, 5.39 mmol), according to the procedure as described for compound 307b as a beige solid in 45% yield. MS (ESI, EI+) m/z=355 (MH+). Starting materials: acyloxyalkyl alkoxycarbonyloxyalkyl carboxylic esters, carboxylic acids, ClCCCS(=O)(=O)OCC([C@H](C(=O)O)O[Si](C(C)(C)C)(C)C)(C)C ((2R)-4-[(3-Chloropropyl)sulfonyloxy]-3,3-dimethyl-2-(1,1,2,2-tetramethyl-1-silapropoxy)butanoic acid), CC(C)OC(=O)OC(C(C)C)Cl (1-chloro-(2-methylpropyl) (methylethoxy)formate). The reagents and catalysts are C([O-])([O-])=O.[Ag+2] (silver carbonate). Run in C1(=CC=CC=C1)C (toluene). Yields the product ClCCCS(=O)(=O)OCC([C@H](C(=O)OC(C(C)C)OC(=O)OC(C)C)O[Si](C(C)(C)C)(C)C)(C)C (2-Methyl-1-(methylethoxycarbonyloxy)propyl (2R)-4-[(3-chloropropyl)sulfonyloxy]-3,3-dimethyl-2-(1,1,2,2-tetramethyl-1-silapropoxy)butanoate). The yield is 66.6%. As a reaction SMILES: [Cl:1][CH2:2][CH2:3][CH2:4][S:5]([O:8][CH2:9][C:10]([CH3:24])([CH3:23])[C@@H:11]([O:15][Si:16]([CH3:22])([CH3:21])[C:17]([CH3:20])([CH3:19])[CH3:18])[C:12]([OH:14])=[O:13])(=[O:7])=[O:6].[CH3:25][CH:26]([O:28][C:29]([O:31][CH:32](Cl)[CH:33]([CH3:35])[CH3:34])=[O:30])[CH3:27]>C1(C)C=CC=CC=1.C(=O)([O-])[O-].[Ag+2]>[Cl:1][CH2:2][CH2:3][CH2:4][S:5]([O:8][CH2:9][C:10]([CH3:24])([CH3:23])[C@@H:11]([O:15][Si:16]([CH3:22])([CH3:21])[C:17]([CH3:19])([CH3:18])[CH3:20])[C:12]([O:14][CH:32]([O:31][C:29]([O:28][CH:26]([CH3:27])[CH3:25])=[O:30])[CH:33]([CH3:35])[CH3:34])=[O:13])(=[O:7])=[O:6] |f:3.4|. Reported procedure: Following the general procedure for the preparation of acyloxyalkyl/alkoxycarbonyloxyalkyl carboxylic esters from carboxylic acids of Description 22, (2R)-4-[(3-chloropropyl)sulfonyloxy]-3,3-dimethyl-2-(1,1,2,2-tetramethyl-1-silapropoxy)butanoic acid (15) (0.4 g, 0.99 mmol) dissolved in 5 mL of anhydrous toluene was reacted with 0.57 g (3.0 mmol) of 1-chloro-(2-methylpropyl) (methylethoxy)formate in the presence of 0.33 g (1.1 mmol) of silver carbonate (Ag2CO3). After work-up, the crude material... Reactants: CN(C)SN(C)C(=O)F, [K+], CC1(C)NC(=O)CSC1=NO, C1COCCO1, [OH-], O. Yields the product CN(C)SN(C)C(=O)ON=C1SCC(=O)NC1(C)C. Reaction SMILES: [CH3:20][N:21]([C:22](=[O:23])[F:24])[S:25][N:26]([CH3:27])[CH3:28].[K+:19].[N:1]([OH:2])=[C:3]1[S:4][CH2:5][C:6](=[O:11])[NH:7][C:8]1([CH3:9])[CH3:10].[O:12]1[CH2:13][CH2:14][O:15][CH2:16][CH2:17]1.[OH-:18].[OH2:29]>>[N:1]([O:2][C:22]([N:21]([CH3:20])[S:25][N:26]([CH3:27])[CH3:28])=[O:23])=[C:3]1[S:4][CH2:5][C:6](=[O:11])[NH:7][C:8]1([CH3:9])[CH3:10]. Starting materials: CCOc1ccc2c(c1B1OC(C)(C)C(C)(C)O1)OCO2, CCOC(=O)c1c[nH]c2c(Cl)ncnc12. Yields the product CCOC(=O)c1c[nH]c2c(-c3c(OCC)ccc4c3OCO4)ncnc12. As a reaction SMILES: [CH2:16]([CH3:17])[O:18][c:19]1[c:20]([B:28]2[O:29][C:30]([CH3:31])([CH3:32])[C:33]([CH3:34])([CH3:35])[O:36]2)[c:21]2[c:22]([cH:26][cH:27]1)[O:23][CH2:24][O:25]2.[CH2:1]([CH3:2])[O:3][C:4](=[O:5])[c:6]1[cH:7][nH:8][c:9]2[c:10]1[n:11][cH:12][n:13][c:14]2[Cl:15]>>[CH2:1]([CH3:2])[O:3][C:4](=[O:5])[c:6]1[cH:7][nH:8][c:9]2[c:10]1[n:11][cH:12][n:13][c:14]2-[c:20]1[c:19]([O:18][CH2:16][CH3:17])[cH:27][cH:26][c:22]2[c:21]1[O:25][CH2:24][O:23]2. The solvent is O1CCOCC1 (dioxane). The reactants are N1CCC(=CC1)C=1C=C(C=CC1)NC(C)=O (N1-[3-(1,2,3,6-tetrahydro-4-pyridinyl)phenyl]acetamide), Cl (HCl), BrCCCNC(OC(C)(C)C)=O (tert-butyl N-(3-bromopropyl)carbamate), C([O-])([O-])=O.[K+].[K+] (potassium carbonate). Procedure details: A solution of N1-[3-(1,2,3,6-tetrahydro-4-pyridinyl)phenyl]acetamide.HCl (8.24 mmol), tert-butyl N-(3-bromopropyl)carbamate and potassium carbonate (33 mmol) in dry dioxane (30 mL) was heated at reflux temperature overnight. The solids were removed by filtration, the solution was concentrated in vacuo and the product was chromatograghed, giving the desired product (110 mg). 1H NMR (CDCl3) δ 7.65 (s, 1H), 6.98 (s, 1H), 7.45 (d, 1H, J=7.8 Hz), 7.16 (apparent t, 1H, J=7.8 Hz), 7.10 (d, 1H, J=7.8 Hz... Reaction SMILES: [NH:1]1[CH2:6][CH:5]=[C:4]([C:7]2[CH:8]=[C:9]([NH:13][C:14](=[O:16])[CH3:15])[CH:10]=[CH:11][CH:12]=2)[CH2:3][CH2:2]1.Cl.Br[CH2:19][CH2:20][CH2:21][NH:22][C:23](=[O:29])[O:24][C:25]([CH3:28])([CH3:27])[CH3:26].C(=O)([O-])[O-].[K+].[K+]>O1CCOCC1>[C:14]([NH:13][C:9]1[CH:8]=[C:7]([C:4]2[CH2:5][CH2:6][N:1]([CH2:19][CH2:20][CH2:21][NH:22][C:23](=[O:29])[O:24][C:25]([CH3:28])([CH3:27])[CH3:26])[CH2:2][CH:3]=2)[CH:12]=[CH:11][CH:10]=1)(=[O:16])[CH3:15] |f:3.4.5|. Yields the product C(C)(=O)NC=1C=C(C=CC1)C=1CCN(CC1)CCCNC(OC(C)(C)C)=O (TERT-BUTYL N-(3-{4-[3-(ACETYLAMINO)PHENYL]-1,2,3, 6-TETRAHYDRO-1-PYRIDINYL}PROPYL)CARBAMATE). Reactants: C(C)(C)(C)OC(=O)N1CC[C@@H]2CN(CC[C@@H]21)CC2=CC=1N=C(N=C(C1S2)N2CCOCC2)C2=C1C=CNC1=CC(=C2)F ((3aR,7aS)-5-[2-(6-fluoro-1H-indol-4-yl)-4-morpholin-4-yl-thieno[3,2-d]pyrimidin-6-ylmethyl]-octahydro-pyrrolo[3,2-c]pyridine-1-carboxylic acid tert-butyl ester), C(=O)(C(F)(F)F)O.C(Cl)Cl (TFA DCM). Yields the product FC1=CC(=C2C=CNC2=C1)C=1N=C(C2=C(N1)C=C(S2)CN2C[C@@H]1[C@H](CC2)NCC1)N1CCOCC1 (2-(6-Fluoro-1H-indol-4-yl)-4-morpholin-4-yl-6-[(3aR,7aS)-1-(octahydro-pyrrolo[3,2-c]pyridin-5-yl)methyl]-thieno[3,2-d]pyrimidine). Reaction SMILES: C(OC([N:8]1[C@@H:16]2[C@@H:11]([CH2:12][N:13]([CH2:17][C:18]3[S:26][C:25]4[C:24]([N:27]5[CH2:32][CH2:31][O:30][CH2:29][CH2:28]5)=[N:23][C:22]([C:33]5[CH:41]=[C:40]([F:42])[CH:39]=[C:38]6[C:34]=5[CH:35]=[CH:36][NH:37]6)=[N:21][C:20]=4[CH:19]=3)[CH2:14][CH2:15]2)[CH2:10][CH2:9]1)=O)(C)(C)C.C(O)(C(F)(F)F)=O.C(Cl)Cl>>[F:42][C:40]1[CH:39]=[C:38]2[C:34]([CH:35]=[CH:36][NH:37]2)=[C:33]([C:22]2[N:23]=[C:24]([N:27]3[CH2:28][CH2:29][O:30][CH2:31][CH2:32]3)[C:25]3[S:26][C:18]([CH2:17][N:13]4[CH2:14][CH2:15][C@@H:16]5[NH:8][CH2:9][CH2:10][C@@H:11]5[CH2:12]4)=[CH:19][C:20]=3[N:21]=2)[CH:41]=1 |f:1.2|. Procedure details: Prepared by BOC-deprotection of (3aR,7aS)-5-[2-(6-fluoro-1H-indol-4-yl)-4-morpholin-4-yl-thieno[3,2-d]pyrimidin-6-ylmethyl]-octahydro-pyrrolo[3,2-c]pyridine-1-carboxylic acid tert-butyl ester using TFA:DCM (1:6). The title compound was obtained as a beige solid.